From a dataset of the Open Reaction Database (ORD), a public repository of structured organic reaction records. describe an organic reaction: reactants, conditions, products, and yield Reactants: O (Water), OC=1C(=NC=CC1)C (3-Hydroxy-2-methylpyridine), ClC1=NC=C(C=C1)[N+](=O)[O-] (2-Chloro-5-nitropyridine), [H-].[Na+] (Sodium hydride). The solvent is CN(C)C=O (DMF). Conditions: temperature 0 celsius, time 15 minute. The product is CC1=NC=CC=C1OC1=NC=C(C=C1)[N+](=O)[O-] (2-(2-Methylpyridin-3-yloxy)-5-nitropyridine). Isolated yield 94.8%. Reaction SMILES: [OH:1][C:2]1[C:3]([CH3:8])=[N:4][CH:5]=[CH:6][CH:7]=1.[H-].[Na+].Cl[C:12]1[CH:17]=[CH:16][C:15]([N+:18]([O-:20])=[O:19])=[CH:14][N:13]=1.O>CN(C=O)C>[CH3:8][C:3]1[C:2]([O:1][C:12]2[CH:17]=[CH:16][C:15]([N+:18]([O-:20])=[O:19])=[CH:14][N:13]=2)=[CH:7][CH:6]=[CH:5][N:4]=1 |f:1.2|. Procedure: 3-Hydroxy-2-methylpyridine (40 g, 0.37 mole) in dry DMF (1.3 L) under argon was cooled to 0° C. Sodium hydride (11.1 g of an 80% dispersion in oil, 0.37 mole) was added portionwise and the mixture stirred at 0° C. for 15 minutes and then room temperature for 3 hours. 2-Chloro-5-nitropyridine (58.6 g, 0.37 mole) was added and the mixture stirred for 18 hours at r.t. Water (50 ml) was added dropwise and the solvent was removed in vacuo. The residue was dissolved in CH2Cl2, washed with 10% aqueous ... The reactants are F[C@H]1C[C@@H](CC[C@H]1N[C@H](C)C1=CC=CC=C1)C(=O)N ((1R,3S,4R)-3-Fluoro-4-((R)-1-phenyl-ethylamino)-cyclohexanecarboxylic acid amide). Solvent: C(C)O (ethanol), [OH-].[Pd+2].[OH-] (palladium(II) hydroxide). Run at time 16 hour. The product is N[C@H]1[C@H](C[C@@H](CC1)C(=O)N)F ((1R,3S,4R)-4-Amino-3-fluoro-cyclohexanecarboxylic acid amide). The yield is 135.5%. RXN SMILES: [F:1][C@@H:2]1[C@H:7]([NH:8][C@@H](C2C=CC=CC=2)C)[CH2:6][CH2:5][C@@H:4]([C:17]([NH2:19])=[O:18])[CH2:3]1>C(O)C.[OH-].[Pd+2].[OH-]>[NH2:8][C@@H:7]1[CH2:6][CH2:5][C@@H:4]([C:17]([NH2:19])=[O:18])[CH2:3][C@@H:2]1[F:1] |f:2.3.4|. Procedure details: A solution of of (e) (280 mg) in ethanol (15 ml) and 20% palladium(II) hydroxide on charcoal (80 mg) was hydrogenated at 50 p.s.i. for 16 hours. Filtration and evaporation afforded a white solid (230 mg). Starting materials: FC=1C(=C(C=C(C1)C)C(C#N)O[Si](C)(C)C)OC (2-(3-fluoro-2-methoxy-5-methylphenyl)-2-trimethylsiloxyethanenitrile), Cl (hydrogen chloride), Cl.FC=1C(=C(C=C(C1)C)C(C(OCC)=N)O)OC (ethyl 1-(3-fluoro-2-methoxy-5-methylphenyl)-1-hydroxymethanecarboximidate hydrochloride). Product: Cl.FC=1C(=C(C=CC1)C(C(OCC)=N)O)C (Ethyl 1-(3-Fluoro-2-methylphenyl)-1-hydroxymethanecarboximidate Hydrochloride). RXN SMILES: F[C:2]1C(OC)=C(C(O[Si](C)(C)C)C#N)C=C(C)C=1.[ClH:19].Cl.[F:21][C:22]1[C:23](OC)=[C:24]([CH:29]([OH:35])[C:30](=[NH:34])[O:31][CH2:32][CH3:33])[CH:25]=[C:26](C)[CH:27]=1>>[ClH:19].[F:21][C:22]1[C:23]([CH3:2])=[C:24]([CH:29]([OH:35])[C:30](=[NH:34])[O:31][CH2:32][CH3:33])[CH:25]=[CH:26][CH:27]=1 |f:2.3,4.5|. Procedure: By the procedure of Example 65, 2-(3-fluoro-2-methoxy-5-methylphenyl)-2-trimethylsiloxyethanenitrile (0.48 g., 1.79 mmoles) in 20 ml. of saturated ethanolic hydrogen chloride was converted to ethyl 1-(3-fluoro-2-methoxy-5-methylphenyl)-1-hydroxymethanecarboximidate hydrochloride [0.36 g.; m.p. 105°-106° C. (dec)]. The reactants are CCOCCl, [H-], [Na+], C1CCOC1, O, CC(C)(COCc1cccc(Oc2ccccc2)c1)c1ccc(O)cc1. The product is CCOCOc1ccc(C(C)(C)COCc2cccc(Oc3ccccc3)c2)cc1. RXN SMILES: [Cl:29][CH2:30][O:31][CH2:32][CH3:33].[H-:1].[Na+:2].[O:35]1[CH2:36][CH2:37][CH2:38][CH2:39]1.[OH2:34].[OH:3][c:4]1[cH:5][cH:6][c:7]([C:10]([CH2:11][O:12][CH2:13][c:14]2[cH:15][c:16]([O:20][c:21]3[cH:22][cH:23][cH:24][cH:25][cH:26]3)[cH:17][cH:18][cH:19]2)([CH3:27])[CH3:28])[cH:8][cH:9]1>>[O:3]([c:4]1[cH:5][cH:6][c:7]([C:10]([CH2:11][O:12][CH2:13][c:14]2[cH:15][c:16]([O:20][c:21]3[cH:22][cH:23][cH:24][cH:25][cH:26]3)[cH:17][cH:18][cH:19]2)([CH3:27])[CH3:28])[cH:8][cH:9]1)[CH2:30][O:31][CH2:32][CH3:33]. Starting materials: BrC1=CN(C=2N=CN=C(C21)N[C@@H](C)C2=NN1C(C(N2C2=CC=CC=C2)=O)=C(C=C1)C)COCC[Si](C)(C)C ((S)-2-(1-((5-Bromo-7-((2-(trimethylsilyl)ethoxy)methyl)-7H-pyrrolo[2,3-d]pyrimidin-4-yl)amino)ethyl)-5-methyl-3-phenylpyrrolo[2,1-f][1,2,4]triazin-4(3H)-one), CN1N=C(C=C1B1OC(C(O1)(C)C)(C)C)C(F)(F)F (1-methyl-5-(4,4,5,5-tetramethyl-1,3,2-dioxaborolan-2-yl)-3-(trifluoromethyl)-1H-pyrazole), C([O-])([O-])=O.[Na+].[Na+] (sodium carbonate). The reagents and catalysts are Cl[Pd]([P](C1=CC=CC=C1)(C2=CC=CC=C2)C3=CC=CC=C3)([P](C4=CC=CC=C4)(C5=CC=CC=C5)C6=CC=CC=C6)Cl (bis(triphenylphosphine)palladium(II) dichloride). Run in COCCOC (1,2-dimethoxyethane), O (water). The product is CC=1C=CN2N=C(N(C(C21)=O)C2=CC=CC=C2)[C@H](C)NC=2C1=C(N=CN2)N(C=C1C1=CC(=NN1C)C(F)(F)F)COCC[Si](C)(C)C ((S)-5-Methyl-2-(1-((5-(1-methyl-3-(trifluoromethyl)-1H-pyrazol-5-yl)-7-((2-(trimethylsilyl)ethoxy)methyl)-7H-pyrrolo[2,3-d]pyrimidin-4-yl)amino)ethyl)-3-phenylpyrrolo[2,1-f][1,2,4]triazin-4(3H)-one). Isolated yield 45.0%. Reaction SMILES: Br[C:2]1[C:10]2[C:9]([NH:11][C@H:12]([C:14]3[N:19]([C:20]4[CH:25]=[CH:24][CH:23]=[CH:22][CH:21]=4)[C:18](=[O:26])[C:17]4=[C:27]([CH3:30])[CH:28]=[CH:29][N:16]4[N:15]=3)[CH3:13])=[N:8][CH:7]=[N:6][C:5]=2[N:4]([CH2:31][O:32][CH2:33][CH2:34][Si:35]([CH3:38])([CH3:37])[CH3:36])[CH:3]=1.[CH3:39][N:40]1[C:44](B2OC(C)(C)C(C)(C)O2)=[CH:43][C:42]([C:54]([F:57])([F:56])[F:55])=[N:41]1.C(=O)([O-])[O-].[Na+].[Na+]>COCCOC.O.Cl[Pd](Cl)([P](C1C=CC=CC=1)(C1C=CC=CC=1)C1C=CC=CC=1)[P](C1C=CC=CC=1)(C1C=CC=CC=1)C1C=CC=CC=1>[CH3:30][C:27]1[CH:28]=[CH:29][N:16]2[C:17]=1[C:18](=[O:26])[N:19]([C:20]1[CH:25]=[CH:24][CH:23]=[CH:22][CH:21]=1)[C:14]([C@@H:12]([NH:11][C:9]1[C:10]3[C:2]([C:44]4[N:40]([CH3:39])[N:41]=[C:42]([C:54]([F:57])([F:56])[F:55])[CH:43]=4)=[CH:3][N:4]([CH2:31][O:32][CH2:33][CH2:34][Si:35]([CH3:38])([CH3:37])[CH3:36])[C:5]=3[N:6]=[CH:7][N:8]=1)[CH3:13])=[N:15]2 |f:2.3.4,^1:73,92|. Procedure details: (S)-2-(1-((5-Bromo-7-((2-(trimethylsilyl)ethoxy)methyl)-7H-pyrrolo[2,3-d]pyrimidin-4-yl)amino)ethyl)-5-methyl-3-phenylpyrrolo[2,1-f][1,2,4]triazin-4(3H)-one (50 mg, 0.08 mmol) was treated with 1-methyl-5-(4,4,5,5-tetramethyl-1,3,2-dioxaborolan-2-yl)-3-(trifluoromethyl)-1H-pyrazole (58 mg, 0.21 mmol), sodium carbonate (22 mg, 0.21 mmols), and bis(triphenylphosphine)palladium(II) dichloride (6 mg, 0.01 mmol) in 1,2-dimethoxyethane (2.0 ml) and water (0.50 ml) according to the method described in P... Starting materials: C(C)(C)(C)O[C@H](C(=O)O)C1=C(C2=CC=C(C=C2C=C1C)C1=CC=NC=C1)C1=CC=C(C=C1)Cl ((S)-2-tert-butoxy-2-(1-(4-chlorophenyl)-3-methyl-6-(pyridin-4-yl)naphthalen-2-yl)acetic acid), N1=CC=C(C=C1)B(O)O (pyridin-4-ylboronic acid). Product: C(C)(C)(C)O[C@H](C(=O)O)C1=C(C2=CC=C(C=C2C=C1C)C=1C=NC=CC1)C1=CC=C(C=C1)Cl ((S)-2-tert-butoxy-2-(1-(4-chlorophenyl)-3-methyl-6-(pyridin-3-yl)naphthalen-2-yl)acetic acid). Reaction SMILES: [C:1]([O:5][C@@H:6]([C:10]1[C:19]([CH3:20])=[CH:18][C:17]2[C:12](=[CH:13][CH:14]=[C:15](C3C=CN=CC=3)[CH:16]=2)[C:11]=1[C:27]1[CH:32]=[CH:31][C:30]([Cl:33])=[CH:29][CH:28]=1)[C:7]([OH:9])=[O:8])([CH3:4])([CH3:3])[CH3:2].[N:34]1[CH:39]=[CH:38][C:37](B(O)O)=[CH:36][CH:35]=1>>[C:1]([O:5][C@@H:6]([C:10]1[C:19]([CH3:20])=[CH:18][C:17]2[C:12](=[CH:13][CH:14]=[C:15]([C:36]3[CH:35]=[N:34][CH:39]=[CH:38][CH:37]=3)[CH:16]=2)[C:11]=1[C:27]1[CH:32]=[CH:31][C:30]([Cl:33])=[CH:29][CH:28]=1)[C:7]([OH:9])=[O:8])([CH3:3])([CH3:4])[CH3:2]. Reported procedure: (S)-2-tert-butoxy-2-(1-(4-chlorophenyl)-3-methyl-6-(pyridin-3-yl)naphthalen-2-yl)acetic acid (54) was prepared in a similar fashion to compound 53 of Example 51 with the substitution of pyridin-3-ylboronic acid for pyridin-4-ylboronic acid in step 5. The title compound (0.024 g) was isolated as an amorphous white powder. LCMS-ESI− (m/z): [2M−H]− calcd for C56H51Cl2N2O6: 917.31; found: 917.39. 1H-NMR: 400 MHz, (CD3CN) δ: 9.08 (s, 1H); 8.74 (d, J=5.2 Hz, 1H); 8.61 (d, J=8 Hz, 1H); 8.19 (s, 1H); 7.... Reactants: poly(dimethylaminomethylstyrene), C=CC1=CC=CC=C1 (styrene), C(\C=C/C(=O)O)(=O)OCC1=CC=CC=C1 (benzyl hydrogen maleate), O1CCCC=C1 (3,4-dihydro-2H-pyran), Cl.N1=CC=CC=C1 (pyridine hydrochloride). Solvent: C1CCOC1 (THF). Product: C=CC1=CC=CC=C1 (styrene), C(\C=C/C(=O)[O-])(=O)OCC1=CC=CC=C1 (benzyl maleate), C(\C=C/C(=O)[O-])(=O)OC1OCCCC1 (tetrahydropyranyl maleate). RXN SMILES: [CH2:1]=[CH:2][C:3]1[CH:8]=[CH:7][CH:6]=[CH:5][CH:4]=1.[C:9]([O:16][CH2:17][C:18]1[CH:23]=[CH:22][CH:21]=[CH:20][CH:19]=1)(=[O:15])/[CH:10]=[CH:11]\[C:12]([OH:14])=[O:13].[O:24]1[CH:29]=[CH:28][CH2:27][CH2:26][CH2:25]1.Cl.N1C=CC=CC=1>C1COCC1>[CH2:1]=[CH:2][C:3]1[CH:8]=[CH:7][CH:6]=[CH:5][CH:4]=1.[C:9]([O:16][CH2:17][C:18]1[CH:19]=[CH:20][CH:21]=[CH:22][CH:23]=1)(=[O:15])/[CH:10]=[CH:11]\[C:12]([O-:14])=[O:13].[C:9]([O:16][CH:29]1[CH2:28][CH2:27][CH2:26][CH2:25][O:24]1)(=[O:15])/[CH:10]=[CH:11]\[C:12]([O-:14])=[O:13] |f:3.4|. Procedure details: Poly(styrene [50 mol %], benzyl hydrogen maleate [50 mol %]) was prepared by stirring at reflux for 25 hours a mixture of poly(styrene [50 mol %], maleic anhydride [50 mol %]), 200 mL of benzyl alcohol and 400 mL of THF. The THF was removed on a rotary evaporator, and the product was precipitated in hexane followed by precipitation from THF with diethyl ether to give 46 g of poly(styrene, benzyl hydrogen maleate). A mixture of 25 g of poly(styrene, benzyl hydrogen maleate), 150 mL of 3,4-dihydro... Starting materials: Cc1ccc(C(O)c2ccc(C)cc2)cc1, Cc1ccccc1, CCOC(C)=O, O=C(CCc1ccc(OCCSCCO)cc1)C(F)(F)F, Cc1ccc(S(=O)(=O)O)cc1. The product is Cc1ccc(C(OCCSCCOc2ccc(CCC(=O)C(F)(F)F)cc2)c2ccc(C)cc2)cc1. As a reaction SMILES: [CH3:22][c:23]1[cH:24][cH:25][c:26]([CH:27]([c:28]2[cH:29][cH:30][c:31]([CH3:34])[cH:32][cH:33]2)[OH:35])[cH:36][cH:37]1.[CH3:49][c:50]1[cH:51][cH:52][cH:53][cH:54][cH:55]1.[CH3:56][CH2:57][O:58][C:59](=[O:60])[CH3:61].[OH:1][CH2:2][CH2:3][S:4][CH2:5][CH2:6][O:7][c:8]1[cH:9][cH:10][c:11]([CH2:14][CH2:15][C:16]([C:17]([F:18])([F:19])[F:20])=[O:21])[cH:12][cH:13]1.[c:38]1([CH3:39])[cH:40][cH:41][c:42]([S:43]([OH:44])(=[O:45])=[O:46])[cH:47][cH:48]1>>[O:1]([CH2:2][CH2:3][S:4][CH2:5][CH2:6][O:7][c:8]1[cH:9][cH:10][c:11]([CH2:14][CH2:15][C:16]([C:17]([F:18])([F:19])[F:20])=[O:21])[cH:12][cH:13]1)[CH:27]([c:26]1[cH:25][cH:24][c:23]([CH3:22])[cH:37][cH:36]1)[c:28]1[cH:29][cH:30][c:31]([CH3:34])[cH:32][cH:33]1. Starting materials: COC=1C=C(C=CC1N(CCCl)CCCl)[N+](=O)[O-] (3-methoxy-4-[N,N-bis(2-chloroethyl)amino]nitrobenzene). The reagents and catalysts are [Pd] (Pd/C). The solvent is CO (methanol), O1CCCC1 (tetrahydrofuran). Run at time 1 hour. Yields the product Cl.COC=1C=C(N)C=CC1N(CCCl)CCCl (3-methoxy-4-[N,N-bis(2-chloroethyl)amino]aniline hydrochloride). RXN SMILES: [CH3:1][O:2][C:3]1[CH:4]=[C:5]([N+:16]([O-])=O)[CH:6]=[CH:7][C:8]=1[N:9]([CH2:13][CH2:14][Cl:15])[CH2:10][CH2:11][Cl:12]>CO.O1CCCC1.[Pd]>[ClH:12].[CH3:1][O:2][C:3]1[CH:4]=[C:5]([CH:6]=[CH:7][C:8]=1[N:9]([CH2:10][CH2:11][Cl:12])[CH2:13][CH2:14][Cl:15])[NH2:16] |f:4.5|. Procedure: In a reactor, 144 mg (0.49 mmol) of 3-methoxy-4-[N,N-bis(2-chloroethyl)amino]nitrobenzene were dissolved in a mixed solvent of 10 ml of methanol and 2 me of tetrahydrofuran, followed by the addition of 150 mg of 10% Pd/C under a nitrogen gas atmosphere. The reactor was purged with hydrogen gas, followed by stirring at room temperature for one hour. After completion of the reaction, the reactor was purged with nitrogen gas, followed by stirring for 30 minutes. The 10% Pd/C was then filtered off. ... Starting materials: CN1CCCC1=O, CCN(C(C)C)C(C)C, Cc1nc2cc(NC(=O)c3cccnc3F)ccc2s1, NCc1ccnc2[nH]ncc12. Product: Cc1nc2cc(NC(=O)c3cccnc3NCc3ccnc4[nH]ncc34)ccc2s1. RXN SMILES: [CH3:41][N:42]1[CH2:43][CH2:44][CH2:45][C:46]1=[O:47].[CH:32]([N:33]([CH2:34][CH3:35])[CH:36]([CH3:37])[CH3:38])([CH3:39])[CH3:40].[F:1][c:2]1[c:3]([C:4](=[O:5])[NH:6][c:7]2[cH:8][cH:9][c:10]3[c:11]([n:12][c:13]([CH3:15])[s:14]3)[cH:16]2)[cH:17][cH:18][cH:19][n:20]1.[nH:21]1[n:22][cH:23][c:24]2[c:25]1[n:26][cH:27][cH:28][c:29]2[CH2:30][NH2:31]>>[c:2]1([NH:31][CH2:30][c:29]2[c:24]3[cH:23][n:22][nH:21][c:25]3[n:26][cH:27][cH:28]2)[c:3]([C:4](=[O:5])[NH:6][c:7]2[cH:8][cH:9][c:10]3[c:11]([n:12][c:13]([CH3:15])[s:14]3)[cH:16]2)[cH:17][cH:18][cH:19][n:20]1.